Dataset: the Open Reaction Database (ORD), a public repository of structured organic reaction records. Task: describe an organic reaction: reactants, conditions, products, and yield Reactants: BrB(Br)Br, COc1ccc(-c2csc3ccccc23)cc1, CCCCCCC, ClCCl, O. Yields the product Oc1ccc(-c2csc3ccccc23)cc1. Reaction SMILES: [B:21]([Br:22])([Br:23])[Br:24].[CH3:1][O:2][c:3]1[cH:4][cH:5][c:6](-[c:9]2[c:10]3[c:11]([s:12][cH:13]2)[cH:14][cH:15][cH:16][cH:17]3)[cH:7][cH:8]1.[CH3:26][CH2:27][CH2:28][CH2:29][CH2:30][CH2:31][CH3:32].[Cl:18][CH2:19][Cl:20].[OH2:25]>>[OH:2][c:3]1[cH:4][cH:5][c:6](-[c:9]2[c:10]3[c:11]([s:12][cH:13]2)[cH:14][cH:15][cH:16][cH:17]3)[cH:7][cH:8]1. The reactants are NC1=C2N=CN(C2=NC=N1)C(=O)C([C@](O)([C@H](O)C(O)O[Si](C)(C)C(C)(C)C)O[Si](C)(C)C(C)(C)C)(F)F (1-(6-amino-9H-purin-9-yl)-3,5-bis(t-butyldimethylsiloxy)-2-desoxy-2,2-difluororibose), Br (hydrogen bromide). The solvent is C(Cl)Cl (methylene chloride). Reaction conditions: temperature 0 celsius, time 4 hour. Product: NC1=C2N=CN(C2=NC=N1)C(=O)C([C@H](O)[C@H](O)CO)(F)F (1-(6-Amino-9H-purin-9-yl)-2-desoxy-2,2-difluororibose). Yield: 187.0%. As a reaction SMILES: [NH2:1][C:2]1[N:10]=[CH:9][N:8]=[C:7]2[C:3]=1[N:4]=[CH:5][N:6]2[C:11]([C:13]([F:37])([F:36])[C@@:14](O[Si](C(C)(C)C)(C)C)([C@@H:16]([CH:18](O[Si](C(C)(C)C)(C)C)[OH:19])[OH:17])[OH:15])=[O:12].Br>C(Cl)Cl>[NH2:1][C:2]1[N:10]=[CH:9][N:8]=[C:7]2[C:3]=1[N:4]=[CH:5][N:6]2[C:11]([C:13]([F:37])([F:36])[C@@H:14]([C@@H:16]([CH2:18][OH:19])[OH:17])[OH:15])=[O:12]. Procedure details: A solution of 100 mg (0.194 mmol) of 1-(6-amino-9H-purin-9-yl)-3,5-bis(t-butyldimethylsiloxy)-2-desoxy-2,2-difluororibose dissolved in 25 ml of methylene chloride cooled to about 0° C. with an external ice bath was saturated with anhydrous hydrogen bromide gas. The mixture was stirred at about 0° C. for about 4 hours, and nitrogen was bubbled through the reaction mixture. The mixture was filtered and the collected solid was washed with methanol to provide 110 mg of solid. The solid was purified ... Starting materials: C(C)(=O)O.ClC1=C(CC=2C(=NN3C2NC(=CC3=O)C3=CC=NC=C3)C)C=CC=C1Cl (3-(2,3-dichlorobenzyl)-2-methyl-5-(pyridin-4-yl)pyrazolo[1,5-a]pyrimidin-7(4H)-one acetate), C[Si](C)(C)C=[N+]=[N-] (trimethylsilyldiazomethane). Solvent: ClCCl.CO (dichloromethane methanol). Run at time 8 hour. The product is ClC1=C(CC2=C(N(N3C2=NC(=CC3=O)C3=CC=NC=C3)C)C)C=CC=C1Cl (3-(2,3-dichlorobenzyl)-1,2-dimethyl-5-(pyridin-4-yl)pyrazolo[1,5-a]pyrimidin-7(1H)-one), ClC1=C(CC=2C(=NN3C2N=C(C=C3OC)C3=CC=NC=C3)C)C=CC=C1Cl (3-(2,3-dichlorobenzyl)-7-methoxy-2-methyl-5-(pyridin-4-yl)pyrazolo[1,5-a]pyrimidine). Yield: 15.0%. Reaction SMILES: [C:1](O)(=O)C.[Cl:5][C:6]1[C:29]([Cl:30])=[CH:28][CH:27]=[CH:26][C:7]=1[CH2:8][C:9]1[C:10]([CH3:25])=[N:11][N:12]2[C:17](=[O:18])[CH:16]=[C:15]([C:19]3[CH:24]=[CH:23][N:22]=[CH:21][CH:20]=3)[NH:14][C:13]=12.[CH3:31][Si](C=[N+]=[N-])(C)C>ClCCl.CO>[Cl:5][C:6]1[C:29]([Cl:30])=[CH:28][CH:27]=[CH:26][C:7]=1[CH2:8][C:9]1[C:13]2=[N:14][C:15]([C:19]3[CH:24]=[CH:23][N:22]=[CH:21][CH:20]=3)=[CH:16][C:17](=[O:18])[N:12]2[N:11]([CH3:1])[C:10]=1[CH3:25].[Cl:5][C:6]1[C:29]([Cl:30])=[CH:28][CH:27]=[CH:26][C:7]=1[CH2:8][C:9]1[C:10]([CH3:25])=[N:11][N:12]2[C:17]([O:18][CH3:31])=[CH:16][C:15]([C:19]3[CH:24]=[CH:23][N:22]=[CH:21][CH:20]=3)=[N:14][C:13]=12 |f:0.1,3.4|. Reported procedure: To a solution of 3-(2,3-dichlorobenzyl)-2-methyl-5-(pyridin-4-yl)pyrazolo[1,5-a]pyrimidin-7(4H)-one acetate (600 mg, 1.347 mmol) in dichloromethane/methanol (30 mL/15 mL) was added trimethylsilyldiazomethane (2 mL, 4.04 mmol). The mixture was stirred at room temperature overnight. Then the mixture was concentrated under reduced pressure. The residue was purified by a silica gel chromatography to give 3-(2,3-dichlorobenzyl)-1,2-dimethyl-5-(pyridin-4-yl)pyrazolo[1,5-a]pyrimidin-7(1H)-one (214 mg, ... Starting materials: ClC=1N=C(C2=C(N1)CN(C2)C(=O)OC)N2CCOCC2 (methyl 2-chloro-4-morpholino-5H-pyrrolo[3,4-d]pyrimidine-6(7H)-carboxylate), C(C)NC(=O)NC1=CC(=C(C=C1)B1OC(C(O1)(C)C)(C)C)F (1-ethyl-3-(3-fluoro-4-(4,4,5,5-tetramethyl-1,3,2-dioxaborolan-2-yl)phenyl)urea), ClC=1N=C(C2=C(N1)CN(C2)C(=O)OC)N2CCOCC2 (methyl 2-chloro-4-morpholino-5H-pyrrolo[3,4-d]pyrimidine-6(7H)-carboxylate), C(C)NC(=O)NC1=CC(=C(C=C1)B1OC(C(O1)(C)C)(C)C)F (1-ethyl-3-(3-fluoro-4-(4,4,5,5-tetramethyl-1,3,2-dioxaborolan-2-yl)phenyl)urea). The product is C(C)NC(NC1=CC(=C(C=C1)C=1N=C(C2=C(N1)CN(C2)C(=O)OC)N2CCOCC2)F)=O (methyl 2-(4-(3-ethylureido)-2-fluorophenyl)-4-morpholino-5H-pyrrolo[3,4-d]pyrimidine-6(7H)-carboxylate). Yield: 16.0%. Reaction SMILES: Cl[C:2]1[N:3]=[C:4]([N:15]2[CH2:20][CH2:19][O:18][CH2:17][CH2:16]2)[C:5]2[CH2:10][N:9]([C:11]([O:13][CH3:14])=[O:12])[CH2:8][C:6]=2[N:7]=1.[CH2:21]([NH:23][C:24]([NH:26][C:27]1[CH:32]=[CH:31][C:30](B2OC(C)(C)C(C)(C)O2)=[C:29]([F:42])[CH:28]=1)=[O:25])[CH3:22]>>[CH2:21]([NH:23][C:24](=[O:25])[NH:26][C:27]1[CH:32]=[CH:31][C:30]([C:2]2[N:3]=[C:4]([N:15]3[CH2:20][CH2:19][O:18][CH2:17][CH2:16]3)[C:5]3[CH2:10][N:9]([C:11]([O:13][CH3:14])=[O:12])[CH2:8][C:6]=3[N:7]=2)=[C:29]([F:42])[CH:28]=1)[CH3:22]. Reported procedure: Method as described for example 147 using methyl 2-chloro-4-morpholino-5H-pyrrolo[3,4-d]pyrimidine-6(7H)-carboxylate (intermediate 25) and 1-ethyl-3-(3-fluoro-4-(4,4,5,5-tetramethyl-1,3,2-dioxaborolan-2-yl)phenyl) (intermediate 28) as starting materials. The crude reaction mixture was purified by SCX-2 cartridge (loaded in MeOH eluted with 2M methanolic ammonia). Ammonia eluant was concentrated in vacuo. Residue was then purified by prep. HPLC at high pH to afford an off white solid (34.6 mg, 0....